From a dataset of the Open Reaction Database (ORD), a public repository of structured organic reaction records. describe an organic reaction: reactants, conditions, products, and yield Starting materials: NC1=C2N=C(N(C2=NC(=N1)CCC(C)O)C)Br (4-(6-amino-8-bromo-9-methyl-9H-purin-2-yl)butan-2-ol), CsCO3, N1N=NC=C1 (1H-1,2,3-triazole). Solvent: CN(C)C=O (DMF). Reaction conditions: temperature 90 celsius, time 8 hour. Yields the product NC1=C2N=C(N(C2=NC(=N1)CCC(C)O)C)N1N=CC=N1 (4-(6-Amino-9-methyl-8-[1,2,3]triazol-2-yl-9H-purin-2-yl)butan-2-ol). As a reaction SMILES: [NH2:1][C:2]1[N:10]=[C:9]([CH2:11][CH2:12][CH:13]([OH:15])[CH3:14])[N:8]=[C:7]2[C:3]=1[N:4]=[C:5](Br)[N:6]2[CH3:16].[NH:18]1[CH:22]=[CH:21][N:20]=[N:19]1>CN(C=O)C>[NH2:1][C:2]1[N:10]=[C:9]([CH2:11][CH2:12][CH:13]([OH:15])[CH3:14])[N:8]=[C:7]2[C:3]=1[N:4]=[C:5]([N:19]1[N:20]=[CH:21][CH:22]=[N:18]1)[N:6]2[CH3:16]. Procedure details: To a solution of 4-(6-amino-8-bromo-9-methyl-9H-purin-2-yl)butan-2-ol (1.4 g, 4.56 mmol) in anhydrous DMF (20 ml) were added CsCO3 (5.9 g, 18.24 mmol) and 1H-1,2,3-triazole (1.2 g, 1.0 ml, 18.24 mmol). The mixture was stirred overnight at 90° C. The solvent was evaporated under reduced pressure to give a residue that was purified by flash chromatography (DCM/MeOH: 93/7). As a reaction SMILES: [C:1]([c:2]1[cH:3][cH:4][cH:5][cH:6][cH:7]1)(=[O:8])[O:9][c:10]1[cH:11][cH:12][c:13]([C:16](=[C:17]([CH2:18][CH3:19])[c:20]2[cH:21][cH:22][cH:23][cH:24][cH:25]2)[c:26]2[cH:27][cH:28][c:29]([CH:32]=[CH:33][C:34](=[O:35])[O:36][C:37]([CH3:38])([CH3:39])[CH3:40])[cH:30][cH:31]2)[cH:14][cH:15]1.[Cl:48][CH2:49][Cl:50].[F:41][C:42]([F:43])([F:44])[C:45]([OH:46])=[O:47]>>[C:1]([c:2]1[cH:3][cH:4][cH:5][cH:6][cH:7]1)(=[O:8])[O:9][c:10]1[cH:11][cH:12][c:13]([C:16](=[C:17]([CH2:18][CH3:19])[c:20]2[cH:21][cH:22][cH:23][cH:24][cH:25]2)[c:26]2[cH:27][cH:28][c:29]([CH:32]=[CH:33][C:34](=[O:35])[OH:36])[cH:30][cH:31]2)[cH:14][cH:15]1. Reactants: CCC(=C(c1ccc(C=CC(=O)OC(C)(C)C)cc1)c1ccc(OC(=O)c2ccccc2)cc1)c1ccccc1, ClCCl, O=C(O)C(F)(F)F. Yields the product CCC(=C(c1ccc(C=CC(=O)O)cc1)c1ccc(OC(=O)c2ccccc2)cc1)c1ccccc1. Starting materials: C(CCl)Cl (EDC), C=1C=CC2=C(C1)N=NN2O (HOBt), CCN(C(C)C)C(C)C (DIPEA), ONC(C1=CC=CC=C1)=N (N-hydroxybenzimidamide), C(C1=CC=C(C(=O)[O-])C=C1)(=O)OC (mono-methyl terephthalate). The solvent is C(C)#N (acetonitrile), O (water). Run at temperature 100 celsius. Product: C1(=CC=CC=C1)C1=NOC(=N1)C1=CC=C(C(=O)OC)C=C1 (methyl 4-(3-phenyl-1,2,4-oxadiazol-5-yl)benzoate). Isolated yield 27.4%. Reaction SMILES: [C:1]([O:12][CH3:13])(=[O:11])[C:2]1[CH:10]=[CH:9][C:5]([C:6]([O-:8])=O)=[CH:4][CH:3]=1.C(Cl)CCl.C1C=CC2N(O)N=NC=2C=1.CCN(C(C)C)C(C)C.O[NH:38][C:39](=[NH:46])[C:40]1[CH:45]=[CH:44][CH:43]=[CH:42][CH:41]=1>C(#N)C.O>[C:40]1([C:39]2[N:46]=[C:6]([C:5]3[CH:4]=[CH:3][C:2]([C:1]([O:12][CH3:13])=[O:11])=[CH:10][CH:9]=3)[O:8][N:38]=2)[CH:45]=[CH:44][CH:43]=[CH:42][CH:41]=1. Procedure: To a suspension of mono-methyl terephthalate (1.50 g, 8.33 mmol) in acetonitrile (16 mL) was added EDC (4.65 g, 25.0 mmol), HOBt (1.12 g, 8.33 mmol), DIPEA (3.24 g, 25.0 mmol) and N-hydroxybenzimidamide (1.36 g, 10.0 mmol). The reaction was heated at 100° C. for 30 mins in a microwave. The reaction was then cooled to rt, diluted with water (60 mL) and isolated the crude white precipitate by vacuum filtration. Dissolved in CH2Cl2 and passed through a plug of silica to afford methyl 4-(3-phenyl-1,... Starting materials: CC(=O)O, I, CC(CO)c1ccc2c(c1)C(O)c1ccccc1O2. Yields the product CC(CO)c1ccc2c(c1)Cc1ccccc1O2. Reaction SMILES: [CH3:21][C:22](=[O:23])[OH:24].[IH:20].[OH:1][CH:2]1[c:3]2[cH:4][cH:5][cH:6][cH:7][c:8]2[O:9][c:10]2[cH:11][cH:12][c:13]([CH:16]([CH2:17][OH:18])[CH3:19])[cH:14][c:15]21>>[CH2:2]1[c:3]2[cH:4][cH:5][cH:6][cH:7][c:8]2[O:9][c:10]2[cH:11][cH:12][c:13]([CH:16]([CH2:17][OH:18])[CH3:19])[cH:14][c:15]21. The reactants are [Al+3], O=C([O-])[O-], O=C(O)O, COCCOC, ClCCl, COC(=O)c1ccc2nnn(C)c2c1, CCCC[N+](CCCC)(CCCC)CCCC, [Cl-], O=C1CCC(=O)N1Cl, [H-], [H-], [H-], [H-], [K+], [Li+], [Na+]. The product is Cn1nnc2ccc(C=O)cc21. RXN SMILES: [Al+3:16].[C:56](=[O:57])([O-:58])[O-:59].[C:61](=[O:62])([OH:63])[OH:64].[CH2:29]([CH2:30][O:31][CH3:32])[O:33][CH3:34].[CH2:53]([Cl:54])[Cl:55].[CH3:1][O:2][C:3](=[O:4])[c:5]1[cH:6][c:7]2[c:8]([n:9][n:10][n:11]2[CH3:12])[cH:13][cH:14]1.[CH3:36][CH2:37][CH2:38][CH2:39][N+:40]([CH2:41][CH2:42][CH2:43][CH3:44])([CH2:45][CH2:46][CH2:47][CH3:48])[CH2:49][CH2:50][CH2:51][CH3:52].[Cl-:35].[Cl:21][N:22]1[C:23](=[O:24])[CH2:25][CH2:26][C:27]1=[O:28].[H-:15].[H-:18].[H-:19].[H-:20].[K+:60].[Li+:17].[Na+:65]>>[O:2]=[CH:3][c:5]1[cH:6][c:7]2[c:8]([n:9][n:10][n:11]2[CH3:12])[cH:13][cH:14]1. The reactants are CCO, CC1(N2C(=O)c3ccccc3C2=O)CCC(=O)NC1=O, CC(=O)O, [Zn]. The product is CC1(N2Cc3ccccc3C2=O)CCC(=O)NC1=O. As a reaction SMILES: [CH2:21]([OH:22])[CH3:23].[CH3:1][C:2]1([N:10]2[C:11](=[O:20])[c:12]3[cH:13][cH:14][cH:15][cH:16][c:17]3[C:18]2=[O:19])[C:3](=[O:9])[NH:4][C:5](=[O:8])[CH2:6][CH2:7]1.[CH3:24][C:25](=[O:26])[OH:27].[Zn:28]>>[CH3:1][C:2]1([N:10]2[C:11](=[O:20])[c:12]3[cH:13][cH:14][cH:15][cH:16][c:17]3[CH2:18]2)[C:3](=[O:9])[NH:4][C:5](=[O:8])[CH2:6][CH2:7]1.